This data is from the Open Reaction Database (ORD), a public repository of structured organic reaction records. The task is: describe an organic reaction: reactants, conditions, products, and yield Reactants: Brc1cnc(I)nc1, O=C([O-])[O-], OB(O)c1ccc(C(F)(F)F)cc1, [Na+], [Na+]. Product: FC(F)(F)c1ccc(-c2ncc(Br)cn2)cc1. As a reaction SMILES: [Br:1][c:2]1[cH:3][n:4][c:5]([I:8])[n:6][cH:7]1.[C:22](=[O:23])([O-:24])[O-:25].[F:9][C:10]([c:11]1[cH:12][cH:13][c:14]([B:17]([OH:18])[OH:19])[cH:15][cH:16]1)([F:20])[F:21].[Na+:26].[Na+:27]>>[Br:1][c:2]1[cH:3][n:4][c:5](-[c:14]2[cH:13][cH:12][c:11]([C:10]([F:9])([F:20])[F:21])[cH:16][cH:15]2)[n:6][cH:7]1. Reactants: COC([C@@H](N)CC1=CC=C(C=C1)[N+](=O)[O-])=O (p-nitro-phenylalanine methyl ester). The reagents and catalysts are [Pd] (Pd/C). The solvent is CO (MeOH). Run at time 4.5 hour. Product: COC([C@@H](N)CC1=CC=C(C=C1)N)=O (p-amino-phenylalanine methyl ester). Isolated yield 102.3%. Reaction SMILES: [CH3:1][O:2][C:3](=[O:16])[C@H:4]([CH2:6][C:7]1[CH:12]=[CH:11][C:10]([N+:13]([O-])=O)=[CH:9][CH:8]=1)[NH2:5]>CO.[Pd]>[CH3:1][O:2][C:3](=[O:16])[C@H:4]([CH2:6][C:7]1[CH:8]=[CH:9][C:10]([NH2:13])=[CH:11][CH:12]=1)[NH2:5]. Reported procedure: To the product from Step A (5.08 g) in MeOH (75 mL) was added 10% Pd/C (900 mg) in a Parr bottle. This was then shaken on a Parr shaker under 50 psi H2 at room temperature for 4.5 hours. The catalyst was filtered through celite, the solvent removed under vacuum and the crude product purified by reverse phase preparatory HPLC to yield 4.5 g of p-amino-phenylalanine methyl ester, N-isobutyl carbamate, trifluoroacetate as a hygroscopic yellow solid. The reactants are CCCCNC=1C=C(C=C(C1OC=2C=CC=CC2)S(=O)(=O)N)C(=O)O (bumetanide), [OH-].C(CCCCCCCCCCCCCCC)[N+](C)(C)C (cetyltrimethylammonium hydroxide). Solvent: O (water). Product: NS(=O)(=O)C=1C=C(C(=O)[O-])C=C(C1OC1=CC=CC=C1)NCCCC.C(CCCCCCCCCCCCCCC)[N+](C)(C)C (cetyltrimethylammonium 3-aminosulfonyl-5-butylamino-4-phenoxybenzoate). RXN SMILES: [CH3:1][CH2:2][CH2:3][CH2:4][NH:5][C:6]1[CH:7]=[C:8]([C:23]([OH:25])=[O:24])[CH:9]=[C:10]([S:19]([NH2:22])(=[O:21])=[O:20])[C:11]=1[O:12][C:13]1[CH:14]=[CH:15][CH:16]=[CH:17][CH:18]=1.[OH-].[CH2:27]([N+:43]([CH3:46])([CH3:45])[CH3:44])[CH2:28][CH2:29][CH2:30][CH2:31][CH2:32][CH2:33][CH2:34][CH2:35][CH2:36][CH2:37][CH2:38][CH2:39][CH2:40][CH2:41][CH3:42]>O>[NH2:22][S:19]([C:10]1[CH:9]=[C:8]([CH:7]=[C:6]([NH:5][CH2:4][CH2:3][CH2:2][CH3:1])[C:11]=1[O:12][C:13]1[CH:14]=[CH:15][CH:16]=[CH:17][CH:18]=1)[C:23]([O-:25])=[O:24])(=[O:20])=[O:21].[CH2:27]([N+:43]([CH3:46])([CH3:44])[CH3:45])[CH2:28][CH2:29][CH2:30][CH2:31][CH2:32][CH2:33][CH2:34][CH2:35][CH2:36][CH2:37][CH2:38][CH2:39][CH2:40][CH2:41][CH3:42] |f:1.2,4.5|. Reported procedure: In a similar manner to Example 9, bumetanide can be reacted with cetyltrimethylammonium hydroxide in water to yield cetyltrimethylammonium 3-aminosulfonyl-5-butylamino-4-phenoxybenzoate. The reactants are C(#N)C(CC(C(=O)OC)C)(C1=CC=NC=C1)N1CCOCC1 (methyl 4-cyano-4-(4-morpholinyl)-4-(4-pyridinyl)-2-methylbutanoate), CC(C(=O)OC)CC(C1=CC=NC=C1)=O (methyl 2-methyl-4-oxo-4-(4-pyridinyl)butanoate). Product: CN1N=C(CC(C1=O)C)C1=CC=NC=C1 (4,5-dihydro-2,4-dimethyl-6-(4-pyridinyl)-3(2H)-pyridazinone). RXN SMILES: C([C:3]([N:17]1CCOCC1)([C:11]1[CH:16]=[CH:15][N:14]=[CH:13][CH:12]=1)[CH2:4][CH:5]([CH3:10])[C:6]([O:8]C)=O)#N.CC(CC(=O)C1C=C[N:34]=[CH:33]C=1)C(OC)=O>>[CH3:33][N:34]1[C:6](=[O:8])[CH:5]([CH3:10])[CH2:4][C:3]([C:11]2[CH:12]=[CH:13][N:14]=[CH:15][CH:16]=2)=[N:17]1. Procedure details: Following the procedure described in Example A-16 but using in place of methyl 4-cyano-4-(4-morpholinyl)-4-(4-pyridinyl)-2-methylbutanoate a molar equivalent quantity of methyl 2-methyl-4-oxo-4-(4-pyridinyl)butanoate, it is contemplated that there can be obtained 4,5-dihydro-2,4-dimethyl-6-(4-pyridinyl)-3(2H)-pyridazinone. Also, this same compound can be obtained following the procedure described in Example A-1 but using in place of 4-oxo-4-(4-pyridinyl)butanenitrile a molar equivalent quantity ... Reactants: COC(=O)C1=C(C)NC(C)=C(C(=O)OCCCCN2C(=O)c3ccccc3C2=O)C1c1ccccc1[N+](=O)[O-], NN, O. Product: COC(=O)C1=C(C)NC(C)=C(C(=O)OCCCCN)C1c1ccccc1[N+](=O)[O-]. As a reaction SMILES: [CH3:1][C:2]1=[C:7]([C:8](=[O:9])[O:10][CH3:11])[CH:6]([c:12]2[c:13]([N+:18](=[O:19])[O-:20])[cH:14][cH:15][cH:16][cH:17]2)[C:5]([C:21](=[O:22])[O:23][CH2:24][CH2:25][CH2:26][CH2:27][N:28]2[C:29](=[O:30])[c:31]3[cH:32][cH:33][cH:34][cH:35][c:36]3[C:37]2=[O:38])=[C:4]([CH3:39])[NH:3]1.[NH2:41][NH2:42].[OH2:40]>>[CH3:1][C:2]1=[C:7]([C:8](=[O:9])[O:10][CH3:11])[CH:6]([c:12]2[c:13]([N+:18](=[O:19])[O-:20])[cH:14][cH:15][cH:16][cH:17]2)[C:5]([C:21](=[O:22])[O:23][CH2:24][CH2:25][CH2:26][CH2:27][NH2:28])=[C:4]([CH3:39])[NH:3]1.